This data is from the Open Reaction Database (ORD), a public repository of structured organic reaction records. The task is: describe an organic reaction: reactants, conditions, products, and yield The reactants are CC(=O)c1cccc(O)c1Br, CC#N, [Cu]I, O=C(O)C(F)(F)S(=O)(=O)F, O. Product: CC(=O)c1cccc(OC(F)F)c1Br. Reaction SMILES: [Br:1][c:2]1[c:3]([C:9]([CH3:10])=[O:11])[cH:4][cH:5][cH:6][c:7]1[OH:8].[CH3:23][C:24]#[N:25].[Cu:26][I:27].[F:12][C:13]([S:14]([F:15])(=[O:16])=[O:17])([C:18]([OH:19])=[O:20])[F:21].[OH2:22]>>[Br:1][c:2]1[c:3]([C:9]([CH3:10])=[O:11])[cH:4][cH:5][cH:6][c:7]1[O:8][CH:13]([F:12])[F:21]. Starting materials: O=C([O-])O, CCOC(C)=O, Cc1cccc(C)c1OCC1CCCNC1, O=C(Cl)C1CC1, Cl, [Na+]. Product: Cc1cccc(C)c1OCC1CCCN(CC2CC2)C1. RXN SMILES: [C:24](=[O:25])([OH:26])[O-:27].[CH3:29][CH2:30][O:31][C:32](=[O:33])[CH3:34].[CH3:8][c:9]1[c:10]([O:11][CH2:12][CH:13]2[CH2:14][NH:15][CH2:16][CH2:17][CH2:18]2)[c:19]([CH3:23])[cH:20][cH:21][cH:22]1.[CH:1]1([C:4]([Cl:5])=[O:6])[CH2:2][CH2:3]1.[ClH:7].[Na+:28]>>[CH:1]1([CH2:4][N:15]2[CH2:14][CH:13]([CH2:12][O:11][c:10]3[c:9]([CH3:8])[cH:22][cH:21][cH:20][c:19]3[CH3:23])[CH2:18][CH2:17][CH2:16]2)[CH2:2][CH2:3]1. Starting materials: ClCCl, CCOCC, COc1ccc(CSC2CC3C(=O)N(C)CCN3C2)cc1, COS(=O)(=O)F. Yields the product COc1ccc(CSC2CC3C(=O)N(C)CC[N+]3(C)C2)cc1, O=S(=O)([O-])F. As a reaction SMILES: [CH2:28]([Cl:29])[Cl:30].[CH3:31][CH2:32][O:33][CH2:34][CH3:35].[CH3:7][O:8][c:9]1[cH:10][cH:11][c:12]([CH2:13][S:14][CH:15]2[CH2:16][CH:17]3[C:18](=[O:25])[N:19]([CH3:24])[CH2:20][CH2:21][N:22]3[CH2:23]2)[cH:26][cH:27]1.[F:1][S:2](=[O:3])(=[O:4])[O:5][CH3:6]>>[CH3:6][N+:22]12[CH:17]([CH2:16][CH:15]([S:14][CH2:13][c:12]3[cH:11][cH:10][c:9]([O:8][CH3:7])[cH:27][cH:26]3)[CH2:23]1)[C:18](=[O:25])[N:19]([CH3:24])[CH2:20][CH2:21]2.[F:1][S:2](=[O:3])(=[O:4])[O-:5]. Reactants: C1CCNCC1, Cc1ccccc1, O=Cc1ccc(-c2ccccc2OC(F)(F)F)cc1, O, O=C(O)c1ccccc1, O=C1CSC(=O)N1. The product is O=C1NC(=O)C(=Cc2ccc(-c3ccccc3OC(F)(F)F)cc2)S1. Reaction SMILES: [CH2:27]1[CH2:28][CH2:29][NH:30][CH2:31][CH2:32]1.[CH3:42][c:43]1[cH:44][cH:45][cH:46][cH:47][cH:48]1.[CH:1](=[O:2])[c:3]1[cH:4][cH:5][c:6](-[c:9]2[c:10]([O:15][C:16]([F:17])([F:18])[F:19])[cH:11][cH:12][cH:13][cH:14]2)[cH:7][cH:8]1.[OH2:49].[OH:33][C:34]([c:35]1[cH:36][cH:37][cH:38][cH:39][cH:40]1)=[O:41].[S:20]1[C:21](=[O:26])[NH:22][C:23](=[O:25])[CH2:24]1>>[CH:1]([c:3]1[cH:4][cH:5][c:6](-[c:9]2[c:10]([O:15][C:16]([F:17])([F:18])[F:19])[cH:11][cH:12][cH:13][cH:14]2)[cH:7][cH:8]1)=[C:24]1[S:20][C:21](=[O:26])[NH:22][C:23]1=[O:25].